This data is from the Open Reaction Database (ORD), a public repository of structured organic reaction records. The task is: describe an organic reaction: reactants, conditions, products, and yield Reaction conditions: temperature 25 celsius, time 15 hour. Reactants: COC1=CC=C(C(=O)Cl)C=C1 (4-methoxybenzoyl chloride), NC1=NN(C2=C1N=C(S2)C(NC(C)(C2=CC=CC=C2)C)=O)C(=O)OC(C)(C)C (tert-butyl 3-amino-5-(1-methyl-1-phenylethylcarbamoyl)-1H-pyrazolo[4,3-d]thiazole-1-carboxylate), [Cl-].[Na+] (sodium chloride). Reported procedure: 0.20 g (0.50 mmol) of tert-butyl 3-amino-5-(1-methyl-1-phenylethylcarbamoyl)-1H-pyrazolo[4,3-d]thiazole-1-carboxylate dissolved in 5 ml of pyridine is placed in a 50 ml round-bottomed flask under argon. A solution of 0.09 g (0.53 mmol) of 4-methoxybenzoyl chloride (prepared according to J. Org. Chem. 1976, 41, 2566) in 2.0 ml of tetrahydrofuran is then added dropwise and the mixture is stirred for 15 hours at 25° C. The reaction medium is then concentrated to dryness under reduced pressure (40° ... Yield: 18.7%. RXN SMILES: [NH2:1][C:2]1[C:6]2[N:7]=[C:8]([C:10](=[O:21])[NH:11][C:12]([CH3:20])([C:14]3[CH:19]=[CH:18][CH:17]=[CH:16][CH:15]=3)[CH3:13])[S:9][C:5]=2[N:4]([C:22]([O:24][C:25]([CH3:28])([CH3:27])[CH3:26])=[O:23])[N:3]=1.[CH3:29][O:30][C:31]1[CH:39]=[CH:38][C:34]([C:35](Cl)=[O:36])=[CH:33][CH:32]=1.[Cl-].[Na+]>N1C=CC=CC=1.O1CCCC1>[CH3:29][O:30][C:31]1[CH:39]=[CH:38][C:34]([C:35]([NH:1][C:2]2[C:6]3[N:7]=[C:8]([C:10](=[O:21])[NH:11][C:12]([CH3:20])([C:14]4[CH:19]=[CH:18][CH:17]=[CH:16][CH:15]=4)[CH3:13])[S:9][C:5]=3[N:4]([C:22]([O:24][C:25]([CH3:28])([CH3:27])[CH3:26])=[O:23])[N:3]=2)=[O:36])=[CH:33][CH:32]=1 |f:2.3|. The solvent is O1CCCC1 (tetrahydrofuran), N1=CC=CC=C1 (pyridine). Yields the product COC1=CC=C(C(=O)NC2=NN(C3=C2N=C(S3)C(NC(C)(C3=CC=CC=C3)C)=O)C(=O)OC(C)(C)C)C=C1 (tert-butyl 3-(4-methoxy-benzoylamino)-5-(1-methyl-1-phenylethylcarbamoyl)-1H-pyrazolo[4,3-d]thiazole-1-carboxylate). The reactants are ( 3 ), C(CO)O (ethylene glycol), C1(=CC=C(C=C1)S(=O)(=O)O)C (p-toluene sulfonic acid). The solvent is C1=CC=CC=C1 (benzene). The product is CCCCCCCCCCCCCCCCO (cetal). RXN SMILES: [CH2:1]([OH:4])[CH2:2]O.[C:5]1([CH3:15])[CH:10]=[CH:9][C:8](S(O)(=O)=O)=[CH:7][CH:6]=1>C1C=CC=CC=1>[CH3:15][CH2:5][CH2:6][CH2:7][CH2:8][CH2:9][CH2:10][CH2:6][CH2:7][CH2:8][CH2:9][CH2:10][CH2:5][CH2:15][CH2:2][CH2:1][OH:4]. Procedure details: The synthesis of starting materials (1)-(3) is known in the art. To prepare the next intermediate, (4), 9 g (44 mmol) of (3), 20 ml of ethylene glycol, 100 ml of benzene and 3 mg of p-toluene sulfonic acid were refluxed overnight with a Dean-Stark. After evaporation of the solvent and separation on a silica gel column, 9.2 g of the cetal (4) were obtained. The reactants are Cc1cc(F)c([N+](=O)[O-])cc1OCc1ccccc1, CC(=O)O, [Fe], O. Yields the product Cc1cc(F)c(N)cc1OCc1ccccc1. As a reaction SMILES: [CH2:1]([c:2]1[cH:3][cH:4][cH:5][cH:6][cH:7]1)[O:8][c:9]1[c:10]([CH3:19])[cH:11][c:12]([F:18])[c:13]([N+:15]([O-:16])=[O:17])[cH:14]1.[CH3:20][C:21](=[O:22])[OH:23].[Fe:25].[OH2:24]>>[CH2:1]([c:2]1[cH:3][cH:4][cH:5][cH:6][cH:7]1)[O:8][c:9]1[c:10]([CH3:19])[cH:11][c:12]([F:18])[c:13]([NH2:15])[cH:14]1. Starting materials: CO (methanol), S1C2=C(C(=C1)C1=CC=C(OCC3OC3)C=C1)C=CC=C2 (2-(4-benzo[b]thiophen-3-yl-phenoxymethyl)-oxirane), FC1=CC=C(CN)C=C1 (4-fluorobenzylamine), C(C)O (ethanol). Solvent: C(C)(=O)OCC (ethyl acetate), C(C)(=O)OCC (ethyl acetate). Yields the product S1C2=C(C(=C1)C1=CC=C(OC[C@@H](CNCC3=CC=C(C=C3)F)O)C=C1)C=CC=C2 ((R)-1-(4-benzo[b]thiophen-3-yl-phenoxy)-3-(4-fluoro-benzylamino)-propan-2-ol). Reaction SMILES: [S:1]1[CH:5]=[C:4]([C:6]2[CH:16]=[CH:15][C:9]([O:10][CH2:11][CH:12]3[CH2:14][O:13]3)=[CH:8][CH:7]=2)[C:3]2[CH:17]=[CH:18][CH:19]=[CH:20][C:2]1=2.[F:21][C:22]1[CH:29]=[CH:28][C:25]([CH2:26][NH2:27])=[CH:24][CH:23]=1.C(O)C.CO>C(OCC)(=O)C>[S:1]1[CH:5]=[C:4]([C:6]2[CH:16]=[CH:15][C:9]([O:10][CH2:11][C@H:12]([OH:13])[CH2:14][NH:27][CH2:26][C:25]3[CH:28]=[CH:29][C:22]([F:21])=[CH:23][CH:24]=3)=[CH:8][CH:7]=2)[C:3]2[CH:17]=[CH:18][CH:19]=[CH:20][C:2]1=2. Procedure details: The title compound is prepared from a mixture of 2-(4-benzo[b]thiophen-3-yl-phenoxymethyl)-oxirane, 4-fluorobenzylamine and ethanol essentially as described above in Example 94 except that the column chromatography is performed with a graded solvent mixture from 100% ethyl acetate to 10% methanol in ethyl acetate. Purity by LC/MS=100%, [M+H]+=408.